Dataset: the Open Reaction Database (ORD), a public repository of structured organic reaction records. Task: describe an organic reaction: reactants, conditions, products, and yield The reactants are CC(C)(C)OC(=O)N1CC=C(Cc2ccc3ccccc3n2)CC1, ClCCl, O=C(O)C(F)(F)F. The product is C1=C(Cc2ccc3ccccc3n2)CCNC1. RXN SMILES: [C:1]([O:2][C:3](=[O:4])[N:8]1[CH2:9][CH:10]=[C:11]([CH2:14][c:15]2[n:16][c:17]3[cH:18][cH:19][cH:20][cH:21][c:22]3[cH:23][cH:24]2)[CH2:12][CH2:13]1)([CH3:5])([CH3:6])[CH3:7].[Cl:32][CH2:33][Cl:34].[F:25][C:26]([F:27])([F:28])[C:29]([OH:30])=[O:31]>>[NH:8]1[CH2:9][CH:10]=[C:11]([CH2:14][c:15]2[n:16][c:17]3[cH:18][cH:19][cH:20][cH:21][c:22]3[cH:23][cH:24]2)[CH2:12][CH2:13]1. Starting materials: COCCBr, CN(C)C=O, [H-], [Na+], O, O=C1CCCC(c2ccccc2)CN1. Yields the product COCCN1CC(c2ccccc2)CCCC1=O. As a reaction SMILES: [CH3:17][O:18][CH2:19][CH2:20][Br:21].[CH3:23][N:24]([CH3:25])[CH:26]=[O:27].[H-:1].[Na+:2].[OH2:22].[c:3]1([CH:9]2[CH2:10][CH2:11][CH2:12][C:13](=[O:16])[NH:14][CH2:15]2)[cH:4][cH:5][cH:6][cH:7][cH:8]1>>[c:3]1([CH:9]2[CH2:10][CH2:11][CH2:12][C:13](=[O:16])[N:14]([CH2:20][CH2:19][O:18][CH3:17])[CH2:15]2)[cH:4][cH:5][cH:6][cH:7][cH:8]1.